This data is from the Open Reaction Database (ORD), a public repository of structured organic reaction records. The task is: describe an organic reaction: reactants, conditions, products, and yield The reactants are Cl, C1COCCO1, CC(C)(C)OC(=O)N1CC2C(C1)C2n1cnnn1. Product: c1nnnn1C1C2CNCC21. Reaction SMILES: [ClH:19].[O:20]1[CH2:21][CH2:22][O:23][CH2:24][CH2:25]1.[n:1]1([CH:6]2[CH:7]3[CH2:8][N:9]([C:12]([O:13][C:14]([CH3:15])([CH3:16])[CH3:17])=[O:18])[CH2:10][CH:11]23)[n:2][n:3][n:4][cH:5]1>>[n:1]1([CH:6]2[CH:7]3[CH2:8][NH:9][CH2:10][CH:11]23)[n:2][n:3][n:4][cH:5]1.